The task is: describe an organic reaction: reactants, conditions, products, and yield. This data is from the Open Reaction Database (ORD), a public repository of structured organic reaction records. Reactants: O=C([O-])[O-], O=C1NC(=O)C2CC=CCC12, CN(C)C=O, CCOC(C)=O, ClCc1ccccc1, [K+], [K+]. Yields the product O=C1C2CC=CCC2C(=O)N1Cc1ccccc1. As a reaction SMILES: [C:12](=[O:13])([O-:14])[O-:15].[C:1]1(=[O:11])[CH:2]2[CH:3]([C:4](=[O:6])[NH:5]1)[CH2:7][CH:8]=[CH:9][CH2:10]2.[CH3:26][N:27]([CH3:28])[CH:29]=[O:30].[CH3:31][CH2:32][O:33][C:34](=[O:35])[CH3:36].[Cl:18][CH2:19][c:20]1[cH:21][cH:22][cH:23][cH:24][cH:25]1.[K+:16].[K+:17]>>[C:1]1(=[O:11])[CH:2]2[CH:3]([C:4](=[O:6])[N:5]1[CH2:19][c:20]1[cH:21][cH:22][cH:23][cH:24][cH:25]1)[CH2:7][CH:8]=[CH:9][CH2:10]2.